This data is from the Open Reaction Database (ORD), a public repository of structured organic reaction records. The task is: describe an organic reaction: reactants, conditions, products, and yield Starting materials: [C@@H]12COC[C@@H](OC1=O)C2 ((cis)-3,6-dioxabicyclo[3.2.1]-octan-7-one), [OH-].[Na+] (NaOH), Cl (HCl). The solvent is CO (methanol), CO (methanol). The product is O[C@@H]1C[C@@H](COC1)C(=O)O ((cis)-5-Hydroxytetrahydropyran-3-carboxylic acid). Reaction SMILES: [C@H:1]12[CH2:9][C@H:5]([O:6][C:7]1=[O:8])[CH2:4][O:3][CH2:2]2.[OH-:10].[Na+].Cl>CO>[OH:10][C@H:5]1[CH2:4][O:3][CH2:2][C@@H:1]([C:7]([OH:6])=[O:8])[CH2:9]1 |f:1.2|. Reported procedure: A solution of 25.5 mmol of (cis)-3,6-dioxabicyclo[3.2.1]-octan-7-one in 500 ml of methanol is adjusted to pH 9 with 0.1M NaOH. The solution is stirred at constant pH until conversion is complete, and is adjusted to pH 6.5 with 0.1 M HCl before the methanol is evaporated off. The title compound is identified from the aqueous solution by means of the Rf by ion exchange chromatography (Amberlite XAD-2 resin). Reactants: C([O-])([O-])=O.[K+].[K+] (potassium carbonate), C(CCS)S (1,3-propanedithiol), FC1=CC=C(C=C1)C(C(C)(N1CCOCC1)C)=O (1-(4-fluorophenyl)-2-methyl-2-morpholine-4-yl-propan-1-one). The solvent is CC(=O)N(C)C (dimethylacetamide), CC(=O)N(C)C (dimethylacetamide). Run at temperature 40 celsius, time 5 hour. Yields the product SCCCSC1=CC=C(C=C1)C(C(C)(N1CCOCC1)C)=O (1-[4-(3-mercaptopropylthio)phenyl]-2-methyl-2-morpholine-4-yl-propan-1-one). RXN SMILES: [CH2:1]([SH:5])[CH2:2][CH2:3][SH:4].C(=O)([O-])[O-].[K+].[K+].F[C:13]1[CH:18]=[CH:17][C:16]([C:19](=[O:29])[C:20]([CH3:28])([N:22]2[CH2:27][CH2:26][O:25][CH2:24][CH2:23]2)[CH3:21])=[CH:15][CH:14]=1>CC(N(C)C)=O>[SH:4][CH2:3][CH2:2][CH2:1][S:5][C:13]1[CH:14]=[CH:15][C:16]([C:19](=[O:29])[C:20]([CH3:21])([N:22]2[CH2:23][CH2:24][O:25][CH2:26][CH2:27]2)[CH3:28])=[CH:17][CH:18]=1 |f:1.2.3|. Procedure details: 52.8 g (0.488 mol) of 1,3-propanedithiol are dissolved in 100 ml of dry dimethylacetamide, 22.0 g of potassium carbonate are added and the solution is heated to about 40° C. 20.0 g (0.08 mol) of 1-(4-fluorophenyl)-2-methyl-2-morpholine-4-yl-propan-1-one in 50 ml of dry dimethylacetamide are added dropwise over 14 h. The resulting suspension is stirred for additional 5 h, then the solid is filtered off and washed with toluene. From the filtrate the excess 1,3-propanedithiol and toluene are distil... Yield: 52.8%. Reaction SMILES: [F:1][C:2]([F:12])([CH2:10][CH3:11])[C:3]([F:9])([F:8])[C:4]([OH:7])([F:6])[F:5].[C:13](Cl)(=[O:17])[C:14]([Cl:16])=[O:15]>>[C:14]([Cl:16])(=[O:15])[C:13]([O:7][C:4]([F:6])([F:5])[C:3]([F:8])([F:9])[C:2]([F:12])([F:1])[CH2:10][CH3:11])=[O:17]. The reactants are FC(C(C(F)(F)O)(F)F)(CC)F (hexafluoroamyl alcohol), C(C(=O)Cl)(=O)Cl (oxalyl chloride), C(C(=O)Cl)(=O)Cl (oxalyl chloride). Procedure details: In this example the product was prepared in two synthetic steps. In the first step hexafluoroamyl alcohol was reacted with 100% molar excess of oxalyl chloride. Upon completion of the reaction the excess oxalyl chloride was stripped from the product at reduced pressure to produce hexafluoroamyl chlorooxalate having an assay of 91.3% and in a corrected yield of 52.8%. In the second step hexafluoroamyl chlorooxalate was reacted with 2,5-dimethyl-2,5-dihydroperoxyhexane, in the presence of pyridine... Yields the product C(C(=O)OC(C(C(CC)(F)F)(F)F)(F)F)(=O)Cl (hexafluoroamyl chlorooxalate). The reactants are Cl (Hydrogen chloride), CN1N=CC=C1 (1-Methylpyrazole), C(CCC)[Li] (butyllithium), imine, [BH4-].[Na+] (sodium borohydride), N,N,N'N'-Tetramethylethylenediamine, ClC1=CC=C(C=C1)C1(CCC1)C(=N)C1=CC=NN1C ([1-(4-chlorophenyl)cyclobutyl](1-methylpyrazol-5yl)methanimine), solution, ClC1=CC=C(C=C1)C1(CCC1)C#N (1-(4-chlorophenyl)cyclobutanecarbonitrile). Solvent: CCOCC (ether), CCOCC (ether), O (water), CCOCC (ether), CCCCCC (hexane), O (Water). Product: hydrochloride salt, Cl.ClC1=CC=C(C=C1)C1(CCC1)NCC1=CC=NN1C ([1-(4-chlorophenyl)cyclobutyl](1-methylpyrazol-5-yl)methylamine hydrochloride). RXN SMILES: CN1C=CC=N1.C([Li])CCC.[Cl:12][C:13]1[CH:18]=[CH:17][C:16]([C:19]2(C#N)[CH2:22][CH2:21][CH2:20]2)=[CH:15][CH:14]=1.ClC1C=CC(C2([C:36]([C:38]3[N:42]([CH3:43])[N:41]=[CH:40][CH:39]=3)=[NH:37])CCC2)=CC=1.[BH4-].[Na+].Cl>CCCCCC.CCOCC.O>[ClH:12].[Cl:12][C:13]1[CH:14]=[CH:15][C:16]([C:19]2([NH:37][CH2:36][C:38]3[N:42]([CH3:43])[N:41]=[CH:40][CH:39]=3)[CH2:20][CH2:21][CH2:22]2)=[CH:17][CH:18]=1 |f:4.5,10.11|. Procedure details: 1-Methylpyrazole (4.8 g) was added to a mixture of dry ether (60 ml) and a 1.7M solution of butyllithium in hexane (30 ml) under nitrogen at a temperature of less than 5° C. N,N,N'N'-Tetramethylethylenediamine (TMEDA) (8.3 g) was added and the mixture stirred at 0°-5° C. for one and three quarter hours and then 1-(4-chlorophenyl)cyclobutanecarbonitrile (6.0 g) was added and the mixture stirred for 90 minutes at a temperature in the range 0 to 5° C. Water was added and the reaction mixture extrac... Reactants: OB(O)C=Cc1ccccc1, O=Cc1cc(Cc2ccc(Cl)cc2)cs1, O=Cc1csc(I)c1. The product is O=Cc1csc(C=Cc2ccccc2)c1. As a reaction SMILES: [CH:9](=[CH:10][c:11]1[cH:12][cH:13][cH:14][cH:15][cH:16]1)[B:17]([OH:18])[OH:19].[Cl:20][c:21]1[cH:22][cH:23][c:24]([CH2:25][c:26]2[cH:27][c:28]([CH:29]=[O:30])[s:31][cH:32]2)[cH:33][cH:34]1.[I:1][c:2]1[cH:3][c:4]([CH:7]=[O:8])[cH:5][s:6]1>>[c:2]1([CH:9]=[CH:10][c:11]2[cH:12][cH:13][cH:14][cH:15][cH:16]2)[cH:3][c:4]([CH:7]=[O:8])[cH:5][s:6]1. Reactants: N#N (N2), C1=CC=CC=2C(=CC=3C4=C(SC3C12)C=CC=C4)C=O (benzo[b]naphtho[2,1-d]thiophene-5-carbaldehyde), NC(CO)(CO)C (2-amino-2-methyl-1,3-propanediol), [BH4-].[Na+] (NaBH4), O.C1(=CC=C(C=C1)S(=O)(=O)O)C (p-toluenesulfonic acid monohydrate), CS(=O)(=O)O (CH3SO3H). Solvent: O (H2O), O (H2O), C1(=CC=CC=C1)C (PhCH3), CCO (EtOH). The product is CS(=O)(=O)OCC(CO)(C)NCC1=CC=2C3=C(SC2C=2C=CC=CC12)C=CC=C3 (2-[[(benzo[b]-naphtho[2,1-d]thiophen-5-yl)methyl]amino]-2-methyl-1,3-propanediol methanesulfonate). Reaction SMILES: N#N.[CH:3]1[C:15]2[C:14]3[S:13][C:12]4[CH:16]=[CH:17][CH:18]=[CH:19][C:11]=4[C:10]=3[CH:9]=[C:8]([CH:20]=O)[C:7]=2[CH:6]=[CH:5][CH:4]=1.[NH2:22][C:23]([CH3:28])([CH2:26][OH:27])[CH2:24][OH:25].O.C1(C)C=C[C:33]([S:36](O)(=[O:38])=[O:37])=CC=1.[BH4-].[Na+].CS(O)(=O)=O>CCO.O.C1(C)C=CC=CC=1>[CH3:33][S:36]([O:25][CH2:24][C:23]([NH:22][CH2:20][C:8]1[C:7]2[CH:6]=[CH:5][CH:4]=[CH:3][C:15]=2[C:14]2[S:13][C:12]3[CH:16]=[CH:17][CH:18]=[CH:19][C:11]=3[C:10]=2[CH:9]=1)([CH3:28])[CH2:26][OH:27])(=[O:38])=[O:37] |f:3.4,5.6|. Procedure details: To a 3-necked RB flask equipped with magnetic stirring bar, condenser, thermometer, Dean-Stark trap and N2 inlet line with bubbler was added benzo[b]naphtho[2,1-d]thiophene-5-carbaldehyde (H. G. Pars Pharmaceutical Laboratories, Inc., 763 Concord Avenue, Cambridge, Mass., 02138, 4.94 g, 18.83 mmol), 2-amino-2-methyl-1,3-propanediol (Aldrich Chemical Co, P. O. Box 2060, Milwaukee, Wis., 53201, 1.98 g, 18.83 mmol), p-toluenesulfonic acid monohydrate (Aldrich, 0.1 g) and PhCH3 (200 mL). The mixture... Reactants: Cl.CC1=C(C=NN1C1=NC=CC=N1)C(CCN1CC2=CC=CC=C2CC1)=O (1-[5-Methyl-1-(2-pyrimidinyl)-4-pyrazolyl]-3-(1,2,3,4-tetrahydroisoquinolin-2-yl)-1-propanone hydrochloride), Cl.FC1=C(C=CC=C1)N1CCNCC1 (1-(2-fluorophenyl)piperazine hydrochloride), Cl.CC1=C(C=NN1C1=NC=CC=N1)\C=C\CN1CC2=CC=CC=C2CC1 (1-[5-Methyl-1-(2-pyrimidinyl)-4-pyrazolyl]-3-(1,2,3,4-tetrahydroisoquinolin-2-yl)-1-trans-propene hydrochloride), Example 6 ( 1 ). The product is Cl.CC1=C(C=NN1C1=NC=CC=N1)\C=C\CN1CCN(CC1)C1=C(C=CC=C1)F (1-[5-Methyl-1-(2-pyrimidinyl)-4-pyrazolyl]-3-[4-(2-fluorophenyl)-1-piperazinyl]-1-trans-propene hydrochloride). RXN SMILES: [ClH:1].[CH3:2][C:3]1[N:7]([C:8]2[N:13]=[CH:12][CH:11]=[CH:10][N:9]=2)[N:6]=[CH:5][C:4]=1[C:14](=O)[CH2:15][CH2:16][N:17]1[CH2:26][CH2:25]C2[C:19](=CC=CC=2)[CH2:18]1.Cl.CC1N(C2N=CC=CN=2)N=CC=1/C=C/CN1CCC2C(=CC=CC=2)C1.Cl.[F:55][C:56]1[CH:61]=[CH:60][CH:59]=[CH:58][C:57]=1[N:62]1CCNCC1>>[ClH:1].[CH3:2][C:3]1[N:7]([C:8]2[N:9]=[CH:10][CH:11]=[CH:12][N:13]=2)[N:6]=[CH:5][C:4]=1/[CH:14]=[CH:15]/[CH2:16][N:17]1[CH2:18][CH2:19][N:62]([C:57]2[CH:58]=[CH:59][CH:60]=[CH:61][C:56]=2[F:55])[CH2:25][CH2:26]1 |f:0.1,2.3,4.5,6.7|. Reported procedure: The procedures of Example 6 (1) and (2) were repeated but substituting the 1,2,3,4-tetrahydroisoquinoline hydrochloride employed in Example 6 (1) by 1-(2-fluorophenyl)piperazine hydrochloride. After the completion of the post treatment, the title compound was obtained. Starting materials: NC1=CC(=C(C(=O)O)C=C1)O (4-amino-2-hydroxy-benzoic acid), C1(CCCC1)C(=O)Cl (cyclopentanecarboxylic acid chloride). The product is C1(CCCC1)C(=O)NC1=CC(=C(C(=O)O)C=C1)O (4-Cyclopentanecarbonylamino-2-hydroxy-benzoic acid). Reaction SMILES: [NH2:1][C:2]1[CH:10]=[CH:9][C:5]([C:6]([OH:8])=[O:7])=[C:4]([OH:11])[CH:3]=1.[CH:12]1([C:17](Cl)=[O:18])[CH2:16][CH2:15][CH2:14][CH2:13]1>>[CH:12]1([C:17]([NH:1][C:2]2[CH:10]=[CH:9][C:5]([C:6]([OH:8])=[O:7])=[C:4]([OH:11])[CH:3]=2)=[O:18])[CH2:16][CH2:15][CH2:14][CH2:13]1. Procedure: 4-Cyclopentanecarbonylamino-2-hydroxy-benzoic acid was prepared as described in Example 3 from 8 g (0.0379 mol) of 4-amino-2-hydroxy-benzoic acid (sodium salt, with 2 mols of H2O) and 5.28 g (0.0398 mol) of cyclopentanecarboxylic acid chloride.